Dataset: the Open Reaction Database (ORD), a public repository of structured organic reaction records. Task: describe an organic reaction: reactants, conditions, products, and yield Reactants: C(C1=CC=CC=C1)O[C@@]12[C@H](O[C@H]([C@H]2OC1)N1C(=O)NC(=O)C(C)=C1)COCC1=CC=CC=C1 ((1R,2R,4R,5S)-1-Benzyloxy-2-benzyloxymethyl-4-(thymin-1-yl)-3,6-dioxabicyclo-[3.2.0]heptane). Reagents/catalysts: [OH-].[Pd+2].[OH-] (palladium hydroxide). Solvent: C(C)O (ethanol). Run at time 6 hour. Yields the product O[C@@]12[C@H](O[C@H]([C@H]2OC1)N1C(=O)NC(=O)C(C)=C1)CO ((1R,2R,4R,5S)-1-Hydroxy-2-hydroxymethyl-4-(thymin-1-yl)-3,6-dioxabicyclo[3.2.0]-heptane), material. Isolated yield 86.0%. As a reaction SMILES: C([O:8][C@@:9]12[CH2:15][O:14][C@@H:13]1[C@H:12]([N:16]1[CH:24]=[C:22]([CH3:23])[C:20](=[O:21])[NH:19][C:17]1=[O:18])[O:11][C@@H:10]2[CH2:25][O:26]CC1C=CC=CC=1)C1C=CC=CC=1>C(O)C.[OH-].[Pd+2].[OH-]>[OH:8][C@@:9]12[CH2:15][O:14][C@@H:13]1[C@H:12]([N:16]1[CH:24]=[C:22]([CH3:23])[C:20](=[O:21])[NH:19][C:17]1=[O:18])[O:11][C@@H:10]2[CH2:25][OH:26] |f:2.3.4|. Procedure details: To a stirred solution of nucleoside 28 (180 mg, 0.40 mmol) in ethanol (3 cm3) was added 10% palladium hydroxide over carbon (90 mg). The mixture was degassed several times with argon and placed under a hydrogen atmosphere. The reaction mixture was stirred at room temperature for 6 h, then filtered through celite. The filtrate was evaporated under reduced pressure and the residue was purified by silica gel column chromatography using dichloromethane/methanol (96:4, v/v) as eluent to give nucleosi... Reactants: S(N)(=O)(=O)C=1C=C(C(=O)Cl)C=CC1 (3-sulfamoylbenzoyl chloride), [N+](=[N-])=C (diazomethane). Run in C(C)OCC (diethyl ether). Product: S(N)(=O)(=O)C=1C=C(C=CC1)C(C=[N+]=[N-])=O (3'-Sulfamoyl-diazoacetophenone). As a reaction SMILES: [S:1]([C:5]1[CH:6]=[C:7]([CH:11]=[CH:12][CH:13]=1)[C:8](Cl)=[O:9])(=[O:4])(=[O:3])[NH2:2].[N+:14](=[CH2:16])=[N-:15]>C(OCC)C>[S:1]([C:5]1[CH:6]=[C:7]([C:8](=[O:9])[CH:16]=[N+:14]=[N-:15])[CH:11]=[CH:12][CH:13]=1)(=[O:4])(=[O:3])[NH2:2]. Reported procedure: 11 g of 3-sulfamoylbenzoyl chloride were reacted as prescribed in Example 66b) with diazomethane in diethyl ether and the crystals were filtered off. Melting point: 142° C.